Dataset: the Open Reaction Database (ORD), a public repository of structured organic reaction records. Task: describe an organic reaction: reactants, conditions, products, and yield The reactants are CC(=O)[O-], COc1ccc(C=O)c(OC)c1, CC(=O)O, C[N+](=O)[O-], [NH4+]. Yields the product COc1ccc(C=C[N+](=O)[O-])c(OC)c1. RXN SMILES: [CH3:18][C:19](=[O:20])[O-:21].[CH3:1][O:2][c:3]1[c:4]([CH:5]=[O:6])[cH:7][cH:8][c:9]([O:11][CH3:12])[cH:10]1.[CH3:22][C:23](=[O:24])[OH:25].[N+:13](=[O:14])([O-:15])[CH3:16].[NH4+:17]>>[CH3:1][O:2][c:3]1[c:4]([CH:5]=[CH:16][N+:13](=[O:14])[O-:15])[cH:7][cH:8][c:9]([O:11][CH3:12])[cH:10]1.